This data is from the Open Reaction Database (ORD), a public repository of structured organic reaction records. The task is: describe an organic reaction: reactants, conditions, products, and yield Reactants: C1(=CC=CC=C1)C(=O)C(=O)C1=CC=CC=C1 (benzil), CC1=CC=C(C=C1)C(=O)C(O)C1=CC=C(C=C1)C (4,4′-dimethylbenzoin), CuSO4·5H2O. The solvent is O (water), N1=CC=CC=C1 (pyridine). Run at time 4 hour. Yields the product CC1=CC=C(C=C1)C(=O)C(=O)C1=CC=C(C=C1)C (4,4′-Dimethylbenzil). RXN SMILES: C1(C(C(C2C=CC=CC=2)=O)=O)C=CC=CC=1.[CH3:17][C:18]1[CH:23]=[CH:22][C:21]([C:24]([CH:26]([C:28]2[CH:33]=[CH:32][C:31]([CH3:34])=[CH:30][CH:29]=2)[OH:27])=[O:25])=[CH:20][CH:19]=1>O.N1C=CC=CC=1>[CH3:17][C:18]1[CH:19]=[CH:20][C:21]([C:24]([C:26]([C:28]2[CH:29]=[CH:30][C:31]([CH3:34])=[CH:32][CH:33]=2)=[O:27])=[O:25])=[CH:22][CH:23]=1. Reported procedure: 4,4′-Dimethylbenzil was prepared on the basis of a known method for benzil (L. F. Tietze, Th. Eicher, Reaktionen und Synthesen[Reactions and Syntheses], R. Stierlein, Chem. Ber. 22/1 (1889) 37). 420 g of CuSO4·5H2O (1.68 mol) were dissolved in a mixture of 350 ml of water and 400 ml of pyridine bases while heating. 190 g (0.79 mol) of crude 4,4′-dimethylbenzoin were added to the still warm solution, and refluxing was effected for 4 hours. After cooling to room temperature, the crude product was ... Starting materials: CC(NC(=O)Cc1cc(F)cc(F)c1)C(=O)O, NC1C(=O)NCc2ccc(-c3ccccc3)cc21. Yields the product CC(NC(=O)Cc1cc(F)cc(F)c1)C(=O)NC1C(=O)NCc2ccc(-c3ccccc3)cc21. Reaction SMILES: [F:1][c:2]1[cH:3][c:4]([CH2:9][C:10](=[O:11])[NH:12][CH:13]([CH3:14])[C:15](=[O:16])[OH:17])[cH:5][c:6]([F:8])[cH:7]1.[NH2:18][CH:19]1[C:20](=[O:35])[NH:21][CH2:22][c:23]2[cH:24][cH:25][c:26](-[c:29]3[cH:30][cH:31][cH:32][cH:33][cH:34]3)[cH:27][c:28]21>>[F:1][c:2]1[cH:3][c:4]([CH2:9][C:10](=[O:11])[NH:12][CH:13]([CH3:14])[C:15](=[O:17])[NH:18][CH:19]2[C:20](=[O:35])[NH:21][CH2:22][c:23]3[cH:24][cH:25][c:26](-[c:29]4[cH:30][cH:31][cH:32][cH:33][cH:34]4)[cH:27][c:28]32)[cH:5][c:6]([F:8])[cH:7]1.